Dataset: the Open Reaction Database (ORD), a public repository of structured organic reaction records. Task: describe an organic reaction: reactants, conditions, products, and yield Reactants: [N+](=O)(O)[O-] (nitric acid), CSC1=CC2=C(S1)C=CS2 (2-methylthiothieno[3,2-b]thiophene), ice water. The solvent is C(C)(=O)OC(C)=O (acetic anhydride), C(C)(=O)OC(C)=O (acetic anhydride). Run at temperature -20 celsius. Product: CSC1=CC2=C(S1)C=C(S2)[N+](=O)[O-] (2-Methylthio-5-nitrothieno[3,2-b]thiophene). As a reaction SMILES: [CH3:1][S:2][C:3]1[S:7][C:6]2[CH:8]=[CH:9][S:10][C:5]=2[CH:4]=1.[N+:11]([O-])([OH:13])=[O:12]>C(OC(=O)C)(=O)C>[CH3:1][S:2][C:3]1[S:7][C:6]2[CH:8]=[C:9]([N+:11]([O-:13])=[O:12])[S:10][C:5]=2[CH:4]=1. Procedure details: 1.0 g (5.4 mmol) of 2-methylthiothieno[3,2-b]thiophene is dissolved in 20 ml of acetic anhydride, and the solution is cooled to -20° C. At this temperature, a mixture of 0.6 ml of 70% nitric acid in 5 ml of acetic anhydride is added dropwise. The mixture is then allowed to warm to room temperature. For working up, the mixture is added to ice water end extracted several times with diethyl ether, and the organic phase is washed with saturated sodium hydrogen carbonate solution until neutral and dr... The reactants are hydrobromide salt, N1(CCCC1)C1=C(C=CC=C1)CC(=O)O ((2-pyrrolidinophenyl)acetic acid), Cl.C1(=CC=CC=C1)C1([C@@H]2CNC[C@@H]2[C@@H](CC1)F)C1=CC=CC=C1 ((3aR,7R,7aR)-4,4-diphenyl-7-fluoroperhydroisoindole hydrochloride), C(=O)(N1C=NC=C1)N1C=NC=C1 (carbonyldiimidazole). The solvent is ClCCl (dichloromethane), ClCCl (dichloromethane), C(C)N(CC)CC (triethylamine), ClCCl (dichloromethane), C(C)N(CC)CC (triethylamine). Conditions: time 1 hour. The product is C1(=CC=CC=C1)C1([C@@H]2CN(C[C@@H]2[C@@H](CC1)F)C(CC1=C(C=CC=C1)N1CCCC1)=O)C1=CC=CC=C1 ((3aR,7R,7aR)-4,4-diphenyl-7-fluoro-2-[(2-pyrrolidinophenyl)acetyl]perhydroisoindole). Reaction SMILES: C(N1C=CN=C1)(N1C=CN=C1)=O.[N:13]1([C:18]2[CH:23]=[CH:22][CH:21]=[CH:20][C:19]=2[CH2:24][C:25]([OH:27])=O)[CH2:17][CH2:16][CH2:15][CH2:14]1.Cl.[C:29]1([C:35]2([C:45]3[CH:50]=[CH:49][CH:48]=[CH:47][CH:46]=3)[CH2:43][CH2:42][C@@H:41]([F:44])[C@@H:40]3[C@H:36]2[CH2:37][NH:38][CH2:39]3)[CH:34]=[CH:33][CH:32]=[CH:31][CH:30]=1>ClCCl.C(N(CC)CC)C>[C:45]1([C:35]2([C:29]3[CH:30]=[CH:31][CH:32]=[CH:33][CH:34]=3)[CH2:43][CH2:42][C@@H:41]([F:44])[C@@H:40]3[C@H:36]2[CH2:37][N:38]([C:25](=[O:27])[CH2:24][C:19]2[CH:20]=[CH:21][CH:22]=[CH:23][C:18]=2[N:13]2[CH2:14][CH2:15][CH2:16][CH2:17]2)[CH2:39]3)[CH:50]=[CH:49][CH:48]=[CH:47][CH:46]=1 |f:2.3|. Reported procedure: 0.28 cm3 of triethylamine and 0.32 g of carbonyldiimidazole are added to a solution, cooled to 4° C., of 0.57 g of the hydrobromide salt of (2-pyrrolidinophenyl)acetic acid in 20 cm3 of dry dichloromethane. The mixture is stirred for one hour at +4° C. and then a solution of 0.67 g of (3aR,7R,7aR)-4,4-diphenyl-7-fluoroperhydroisoindole hydrochloride in 20 cm3 of dry dichloromethane and 0.28 cm3 of triethylamine, is added. The reaction mixture is stirred at room temperature for 24 hours and then ... Reactants: ClC=1C(C(=C(C(C1Cl)=O)C#N)C#N)=O (2,3-dichloro 5,6-dicyanobenzoquinone), C(C1=CC=CC=C1)C1N(C=CC=C1)C(=O)OC1=CC=CC=C1 (2-benzyl-1-carbophenoxy-1,2-dihydropyridine). The solvent is C1=CC=CC=C1 (benzene), C1=CC=CC=C1 (benzene). The product is C(C1=CC=CC=C1)C1=NC=CC(=C1)Cl (2-Benzyl 4-chloropyridine), oil. RXN SMILES: [CH2:1]([CH:8]1[CH:13]=[CH:12][CH:11]=[CH:10][N:9]1C(OC1C=CC=CC=1)=O)[C:2]1[CH:7]=[CH:6][CH:5]=[CH:4][CH:3]=1.[Cl:23]C1C(=O)C(C#N)=C(C#N)C(=O)C=1Cl>C1C=CC=CC=1>[CH2:1]([C:8]1[CH:13]=[C:12]([Cl:23])[CH:11]=[CH:10][N:9]=1)[C:2]1[CH:7]=[CH:6][CH:5]=[CH:4][CH:3]=1. Procedure details: The crude dihydropyridine intermediate is dissolved in benzene (100 ml) and heated to 65°. A solution of 2,3-dichloro 5,6-dicyanobenzoquinone (5.0 q) in warm benzene (50 ml) is added dropwise with stirring. The reaction mixture is stirred at 65° for one hour and then cooled to room temperature. The mixture is washed with 10% aqueous sodium bicarbonate (two portions of 100 ml each) and water (100 ml), then extracted with 2N hydrochloric acid (two portions of 150 ml each). The combined acid extrac... Reactants: C(C1=CC=CC=C1)(=O)Cl (benzoyl chloride), C(C=C)O[C@H]1[C@H]([C@@H](O[C@@H]1CO)N1C=NC=2C(N)=NC=NC12)O (3′-O-allyl adenosine), O=P12OP3(=O)OP(=O)(O1)OP(=O)(O2)O3 (P2O5), C(C1=CC=CC=C1)(=O)Cl (benzoyl chloride), C[Si](Cl)(C)C (Trimethylchlorosilane), [NH4+].[OH-] (NH4OH). Solvent: N1=CC=CC=C1 (pyridine), O (Water). Conditions: time 1 hour. The product is C(C=C)O[C@H]1[C@H]([C@@H](O[C@@H]1CO)N1C=NC=2C(NC(C3=CC=CC=C3)=O)=NC=NC12)O (3′-O-allyl-N6-benzoyl adenosine). The yield is 60.3%. Reaction SMILES: [CH2:1]([O:4][C@@H:5]1[C@@H:9]([CH2:10][OH:11])[O:8][C@@H:7]([N:12]2[C:21]3[N:20]=[CH:19][N:18]=[C:16]([NH2:17])[C:15]=3[N:14]=[CH:13]2)[C@@H:6]1[OH:22])[CH:2]=[CH2:3].O=P12OP3(OP(OP(O3)(O1)=O)(=O)O2)=O.C[Si](C)(C)Cl.[C:42](Cl)(=[O:49])[C:43]1[CH:48]=[CH:47][CH:46]=[CH:45][CH:44]=1.[NH4+].[OH-]>N1C=CC=CC=1.O>[CH2:1]([O:4][C@@H:5]1[C@@H:9]([CH2:10][OH:11])[O:8][C@@H:7]([N:12]2[C:21]3[N:20]=[CH:19][N:18]=[C:16]([NH:17][C:42](=[O:49])[C:43]4[CH:48]=[CH:47][CH:46]=[CH:45][CH:44]=4)[C:15]=3[N:14]=[CH:13]2)[C@@H:6]1[OH:22])[CH:2]=[CH2:3] |f:4.5|. Procedure details: 2′/3′-O-allyl adenosine (15.19 g, 51.1 mmol) was dried over P2O5 under high vacuum overnight at 40° C. It was then dissolved in anhydrous pyridine (504.6 mL) under inert atmosphere. Trimethylchlorosilane (32.02 mL, 252.3 mmol) was added at 0° C. and the reaction mixture was stirred for 1 hr under inert atmosphere. Then benzoyl chloride (29.4 mL, 252.3 mmol) was added dropwise. Once the addition of benzoyl chloride was over, the reaction mixture was brought to room temperature and stirred for 4 h... Reactants: FC(CN1N=CN=C1C=1N=C2N(CCOC3=C2C=C(C=C3)C(=O)O)C1)(F)F (2-(1-(2,2,2-trifluoroethyl)-1H-1,2,4-triazol-5-yl)-5,6-dihydrobenzo[f]imidazo[1,2-d][1,4]oxazepine-10-carboxylic acid), N1CCOCC1 (morpholine). Product: O1CCN(CC1)C(=O)C=1C=CC2=C(C=3N(CCO2)C=C(N3)C3=NC=NN3CC(F)(F)F)C1 (morpholino(2-(1-(2,2,2-trifluoroethyl)-1H-1,2,4-triazol-5-yl)-5,6-dihydrobenzo[f]imidazo[1,2-d][1,4]oxazepin-10-yl)methanone). As a reaction SMILES: [F:1][C:2]([F:27])([F:26])[CH2:3][N:4]1[C:8]([C:9]2[N:10]=[C:11]3[C:17]4[CH:18]=[C:19]([C:22](O)=[O:23])[CH:20]=[CH:21][C:16]=4[O:15][CH2:14][CH2:13][N:12]3[CH:25]=2)=[N:7][CH:6]=[N:5]1.[NH:28]1[CH2:33][CH2:32][O:31][CH2:30][CH2:29]1>>[O:31]1[CH2:32][CH2:33][N:28]([C:22]([C:19]2[CH:20]=[CH:21][C:16]3[O:15][CH2:14][CH2:13][N:12]4[CH:25]=[C:9]([C:8]5[N:4]([CH2:3][C:2]([F:27])([F:26])[F:1])[N:5]=[CH:6][N:7]=5)[N:10]=[C:11]4[C:17]=3[CH:18]=2)=[O:23])[CH2:29][CH2:30]1. Procedure details: Following the procedure for 109, 2-(1-(2,2,2-trifluoroethyl)-1H-1,2,4-triazol-5-yl)-5,6-dihydrobenzo[f]imidazo[1,2-d][1,4]oxazepine-10-carboxylic acid and morpholine gave 123. MS: (ESI+)=449.1. 1H NMR (400 MHz, DMSO) δ 8.42 (d, J=2.0 Hz, 1H), 8.10 (d, J=5.6 Hz, 2H), 7.40 (dt, J=21.4, 10.7 Hz, 1H), 7.13 (d, J=8.4 Hz, 1H), 5.89 (q, J=8.8 Hz, 2H), 4.57 (s, 4H), 3.61 (s, 4H), 3.52 (s, 4H) Starting materials: COc1ccc(S(=O)(=O)Cl)cc1OC, Nc1ccc(Cl)cc1Cc1ccccn1, C1CCOC1, O, c1ccncc1. Yields the product COc1ccc(S(=O)(=O)Nc2ccc(Cl)cc2Cc2ccccn2)cc1OC. As a reaction SMILES: [CH3:7][O:8][c:9]1[cH:10][c:11]([S:17](=[O:18])(=[O:19])[Cl:20])[cH:12][cH:13][c:14]1[O:15][CH3:16].[Cl:21][c:22]1[cH:23][c:24]([CH2:29][c:30]2[n:31][cH:32][cH:33][cH:34][cH:35]2)[c:25]([NH2:26])[cH:27][cH:28]1.[O:36]1[CH2:37][CH2:38][CH2:39][CH2:40]1.[OH2:41].[cH:1]1[cH:2][cH:3][n:4][cH:5][cH:6]1>>[CH3:7][O:8][c:9]1[cH:10][c:11]([S:17](=[O:18])(=[O:19])[NH:26][c:25]2[c:24]([CH2:29][c:30]3[n:31][cH:32][cH:33][cH:34][cH:35]3)[cH:23][c:22]([Cl:21])[cH:28][cH:27]2)[cH:12][cH:13][c:14]1[O:15][CH3:16]. Reactants: triethyl phosphonoacetate, [H-].[Na+] (sodium hydride), O (water), C(#N)C1(CCC(CC1)=O)C1=CC=C(C=2OCCOC21)OC (4-Cyano-4-(8-methoxy-1,4-benzodioxan-5-yl)cyclohexanone). The solvent is C1CCOC1 (THF). Conditions: time 15 minute. Product: C(#N)C1(CCC(CC1)=CC(=O)OCC)C1=CC=C(C=2OCCOC21)OC (Ethyl 4-cyano-4-(8-methoxy-1,4-benzodioxan-5-yl)cyclohexanylideneacetate). Yield: 97.0%. RXN SMILES: [H-].[Na+].[C:3]([C:5]1([C:12]2[C:21]3[O:20][CH2:19][CH2:18][O:17][C:16]=3[C:15]([O:22][CH3:23])=[CH:14][CH:13]=2)[CH2:10][CH2:9][C:8](=O)[CH2:7][CH2:6]1)#[N:4].[OH2:24]>C1COCC1>[C:3]([C:5]1([C:12]2[C:21]3[O:20][CH2:19][CH2:18][O:17][C:16]=3[C:15]([O:22][CH3:23])=[CH:14][CH:13]=2)[CH2:6][CH2:7][C:8](=[CH:15][C:16]([O:17][CH2:18][CH3:19])=[O:24])[CH2:9][CH2:10]1)#[N:4] |f:0.1|. Procedure details: To a solution of triethyl phosphonoacetate (0.72 mL, 3.6 mmol) in THF (9.4 mL) was added 60% sodium hydride (0.15 g, 3.6 mmol) under ice-cooling. The mixture was stirred at room temperature for 15 minutes, Compound 1 (0.94 g, 3.3 mmol) obtained in Example 1 was added under ice-cooling, and the mixture was stirred at room temperature for 30 minutes. Then, water was added under ice-cooling, the mixture was extracted with ethyl acetate, and the organic layer was washed with brine and dried over sod...